This data is from the Open Reaction Database (ORD), a public repository of structured organic reaction records. The task is: describe an organic reaction: reactants, conditions, products, and yield Reactants: C(#N)C1=C(C=CC=C1)S(=O)(=O)OC=1C=C(C=C(C1)C)O (3-(2-cyanophenylsulfonyloxy)-5-methylphenol), C(CCC)P(CCCC)CCCC (tri-n-butylphosphine), OCC1(CC1)CO (1,1-dihydroxymethylcyclopropane), N(=NC(=O)N1CCCCC1)C(=O)N1CCCCC1 (1,1'-(azodicarbonyl)dipiperidine). Solvent: O1CCCC1 (tetrahydrofuran), CCCCCC (Hexane). Conditions: time 8 hour. The product is C(#N)C1=C(C=CC=C1)S(=O)(=O)OC=1C=C(OCC(O)C2CC2)C=C(C1)C ([1-[3-(2-Cyanophenylsulfonyloxy)-5-methylphenoxy]methyl]-cyclopropylmethanol). Yield: 62.0%. RXN SMILES: [C:1]([C:3]1[CH:8]=[CH:7][CH:6]=[CH:5][C:4]=1[S:9]([O:12][C:13]1[CH:14]=[C:15]([OH:20])[CH:16]=[C:17]([CH3:19])[CH:18]=1)(=[O:11])=[O:10])#[N:2].[CH2:21](P(CCCC)CCCC)CCC.[OH:34][CH2:35][C:36]1(CO)[CH2:38][CH2:37]1.N(C(N1CCCCC1)=O)=NC(N1CCCCC1)=O>O1CCCC1.CCCCCC>[C:1]([C:3]1[CH:8]=[CH:7][CH:6]=[CH:5][C:4]=1[S:9]([O:12][C:13]1[CH:14]=[C:15]([CH:16]=[C:17]([CH3:19])[CH:18]=1)[O:20][CH2:21][CH:35]([CH:36]1[CH2:38][CH2:37]1)[OH:34])(=[O:11])=[O:10])#[N:2]. Procedure: To a solution of 3-(2-cyanophenylsulfonyloxy)-5-methylphenol (1.45 g, 5.0 mmol), as prepared in the step a of example 13), tri-n-butylphosphine (1.62 g, 8.0 mmol) and 1,1-dihydroxymethylcyclopropane (1.52 g, 15 mmol), as prepared in U.S. Pat. No. 5,472,964, in anhydrous tetrahydrofuran (50 mL) was added 1,1'-(azodicarbonyl)dipiperidine (2.02, 8.0 mmol). The mixture was stirred at ambient temperature overnight. Hexane (80 mL) was added to the mixture, and the precipitates were removed by filtrati... Reactants: Cc1ccccc1, N#CBr, NCC(N)CSc1ccccc1. Yields the product Br, NC1=NCC(CSc2ccccc2)N1. RXN SMILES: [CH3:16][c:17]1[cH:18][cH:19][cH:20][cH:21][cH:22]1.[N:13]#[C:14][Br:15].[c:1]1([S:7][CH2:8][CH:9]([CH2:10][NH2:11])[NH2:12])[cH:2][cH:3][cH:4][cH:5][cH:6]1>>[BrH:15].[c:1]1([S:7][CH2:8][CH:9]2[CH2:10][N:11]=[C:14]([NH2:13])[NH:12]2)[cH:2][cH:3][cH:4][cH:5][cH:6]1. Starting materials: COc1cc2nccc(Oc3ccc(NC(=O)NC4CC4)c(F)c3)c2cc1NC(=O)OCc1ccccc1, O=C(O)C(F)(F)F, CSc1ccccc1. Yields the product COc1cc2nccc(Oc3ccc(NC(=O)NC4CC4)c(F)c3)c2cc1NC(C)=O. Reaction SMILES: [CH2:1]([O:2][C:9]([NH:10][c:11]1[cH:12][c:13]2[c:14]([O:23][c:24]3[cH:25][c:26]([F:37])[c:27]([NH:30][C:31](=[O:32])[NH:33][CH:34]4[CH2:35][CH2:36]4)[cH:28][cH:29]3)[cH:15][cH:16][n:17][c:18]2[cH:19][c:20]1[O:21][CH3:22])=[O:38])[c:3]1[cH:4][cH:5][cH:6][cH:7][cH:8]1.[OH:39][C:40]([C:41]([F:42])([F:43])[F:44])=[O:45].[c:46]1([S:47][CH3:48])[cH:49][cH:50][cH:51][cH:52][cH:53]1>>[C:9]([NH:10][c:11]1[cH:12][c:13]2[c:14]([O:23][c:24]3[cH:25][c:26]([F:37])[c:27]([NH:30][C:31](=[O:32])[NH:33][CH:34]4[CH2:35][CH2:36]4)[cH:28][cH:29]3)[cH:15][cH:16][n:17][c:18]2[cH:19][c:20]1[O:21][CH3:22])(=[O:38])[CH3:40]. Starting materials: Cc1cc(C)c2c(CBr)nsc2c1, O=C([O-])[O-], CCC(CC(=O)OC)n1c(=O)[nH]c2cccnc2c1=O, CN(C)C=O, [K+], [K+], O. RXN SMILES: [Br:21][CH2:22][c:23]1[n:24][s:25][c:26]2[c:27]1[c:28]([CH3:33])[cH:29][c:30]([CH3:32])[cH:31]2.[C:34](=[O:35])([O-:36])[O-:37].[CH3:1][O:2][C:3]([CH2:4][CH:5]([CH2:6][CH3:7])[n:8]1[c:9](=[O:19])[nH:10][c:11]2[c:12]([c:13]1=[O:14])[n:15][cH:16][cH:17][cH:18]2)=[O:20].[CH3:41][N:42]([CH3:43])[CH:44]=[O:45].[K+:38].[K+:39].[OH2:40]>>[CH3:1][O:2][C:3]([CH2:4][CH:5]([CH2:6][CH3:7])[n:8]1[c:9](=[O:19])[n:10]([CH2:22][c:23]2[n:24][s:25][c:26]3[c:27]2[c:28]([CH3:33])[cH:29][c:30]([CH3:32])[cH:31]3)[c:11]2[c:12]([c:13]1=[O:14])[n:15][cH:16][cH:17][cH:18]2)=[O:20]. Product: CCC(CC(=O)OC)n1c(=O)c2ncccc2n(Cc2nsc3cc(C)cc(C)c23)c1=O. Starting materials: aqueous solution, [OH-].[Na+] (sodium hydroxide), CON=C(C(=O)OC)C1=CC(=C(C=C1)O)[N+](=O)[O-] (methyl 2-methoxyimino-2-(3-nitro-4-hydroxyphenyl)acetate). The solvent is CO (methanol). Reaction conditions: time 60 hour. The product is CON=C(C(=O)O)C1=CC(=C(C=C1)O)[N+](=O)[O-] (2-methoxyimino-2-(3-nitro-4-hydroxyphenyl)acetic acid). Isolated yield 96.8%. Reaction SMILES: [OH-].[Na+].[CH3:3][O:4][N:5]=[C:6]([C:11]1[CH:16]=[CH:15][C:14]([OH:17])=[C:13]([N+:18]([O-:20])=[O:19])[CH:12]=1)[C:7]([O:9]C)=[O:8]>CO>[CH3:3][O:4][N:5]=[C:6]([C:11]1[CH:16]=[CH:15][C:14]([OH:17])=[C:13]([N+:18]([O-:20])=[O:19])[CH:12]=1)[C:7]([OH:9])=[O:8] |f:0.1|. Procedure details: A 2 N aqueous solution of sodium hydroxide (14 ml.) was added with stirring at ambient temperature to a solution of methyl 2-methoxyimino-2-(3-nitro-4-hydroxyphenyl)acetate (syn isomer) (3.5 g.) in methanol (70 ml.) and the mixture was stirred for 60 hours at ambient temperature. The reaction mixture was concentrated to dryness at 40° C. under reduced pressure and the residue was dissolved in water. The solution was washed with ethyl acetate, adjusted to pH 1 with 10% hydrochloric acid under ice...